The task is: describe an organic reaction: reactants, conditions, products, and yield. This data is from the Open Reaction Database (ORD), a public repository of structured organic reaction records. The reactants are CCI, CCn1ncc2nc(C#N)c(O)nc21, CCO, [Na]. Product: CCOc1nc2c(cnn2CC)nc1C#N. As a reaction SMILES: [CH2:16]([CH3:17])[I:18].[CH2:1]([CH3:2])[n:3]1[n:4][cH:5][c:6]2[c:7]1[n:8][c:9]([OH:14])[c:10]([C:12]#[N:13])[n:11]2.[CH3:19][CH2:20][OH:21].[Na:15]>>[CH2:1]([CH3:2])[n:3]1[n:4][cH:5][c:6]2[c:7]1[n:8][c:9]([O:14][CH2:16][CH3:17])[c:10]([C:12]#[N:13])[n:11]2. Reactants: CC(=O)Cl, CN1CCN(c2ccc(O)cc2)CC1, ClCCl. Product: CC(=O)Oc1ccc(N2CCN(C)CC2)cc1. Reaction SMILES: [CH3:15][C:16]([Cl:17])=[O:18].[CH3:1][N:2]1[CH2:3][CH2:4][N:5]([c:8]2[cH:9][cH:10][c:11]([OH:14])[cH:12][cH:13]2)[CH2:6][CH2:7]1.[Cl:19][CH2:20][Cl:21]>>[CH3:1][N:2]1[CH2:3][CH2:4][N:5]([c:8]2[cH:9][cH:10][c:11]([O:14][C:16]([CH3:15])=[O:18])[cH:12][cH:13]2)[CH2:6][CH2:7]1. Starting materials: NC1=C(C=C(C=C1)OC)CC(C(C)(C)C)O (1-(2-amino-5-methoxyphenyl)-3,3-dimethylbutan-2-ol), C(=O)C=1C=C(C(=O)OC)C=CC1 (methyl 3-formylbenzoate), C(C)(=O)O[BH-](OC(C)=O)OC(C)=O.[Na+] (sodium triacetoxyborohydride). Run in C(C)(=O)OCC (ethyl acetate), C(C)(=O)O (acetic acid). Run at time 1 hour. The product is OC(CC1=C(C=CC(=C1)OC)NCC=1C=C(C(=O)OC)C=CC1)C(C)(C)C (Methyl 3-{[2-(2-hydroxy-3,3-dimethylbutyl)-4-methoxyphenylamino]methyl}benzoate). The yield is 79.5%. RXN SMILES: [NH2:1][C:2]1[CH:7]=[CH:6][C:5]([O:8][CH3:9])=[CH:4][C:3]=1[CH2:10][CH:11]([OH:16])[C:12]([CH3:15])([CH3:14])[CH3:13].[CH:17]([C:19]1[CH:20]=[C:21]([CH:26]=[CH:27][CH:28]=1)[C:22]([O:24][CH3:25])=[O:23])=O.C(O[BH-](OC(=O)C)OC(=O)C)(=O)C.[Na+]>C(O)(=O)C.C(OCC)(=O)C>[OH:16][CH:11]([C:12]([CH3:13])([CH3:15])[CH3:14])[CH2:10][C:3]1[CH:4]=[C:5]([O:8][CH3:9])[CH:6]=[CH:7][C:2]=1[NH:1][CH2:17][C:19]1[CH:20]=[C:21]([CH:26]=[CH:27][CH:28]=1)[C:22]([O:24][CH3:25])=[O:23] |f:2.3|. Procedure: To a solution of 1-(2-amino-5-methoxyphenyl)-3,3-dimethylbutan-2-ol (155 mg) and methyl 3-formylbenzoate (137 mg) in acetic acid (2 mL) was added sodium triacetoxyborohydride (294 mg) at room temperature, and the mixture was stirred for one hour. The reaction mixture was diluted with ethyl acetate and washed with 5% aqueous sodium hydrogen carbonate solution. The organic layer was washed with saturated saline, dried over anhydrous magnesium sulfate and concentrated under reduced pressure. The re... Starting materials: CS(=O)(=O)Nc1ccc(F)c(C(=O)CBr)c1, c1ccc(CNCc2ccccc2)cc1, CN(C)C=O, O. Product: CS(=O)(=O)Nc1ccc(F)c(C(=O)CN(Cc2ccccc2)Cc2ccccc2)c1. As a reaction SMILES: [Br:1][CH2:2][C:3](=[O:4])[c:5]1[cH:6][c:7]([NH:8][S:9](=[O:10])(=[O:11])[CH3:12])[cH:13][cH:14][c:15]1[F:16].[CH2:17]([c:18]1[cH:19][cH:20][cH:21][cH:22][cH:23]1)[NH:24][CH2:25][c:26]1[cH:27][cH:28][cH:29][cH:30][cH:31]1.[CH3:33][N:34]([CH3:35])[CH:36]=[O:37].[OH2:32]>>[CH2:2]([C:3](=[O:4])[c:5]1[cH:6][c:7]([NH:8][S:9](=[O:10])(=[O:11])[CH3:12])[cH:13][cH:14][c:15]1[F:16])[N:24]([CH2:17][c:18]1[cH:19][cH:20][cH:21][cH:22][cH:23]1)[CH2:25][c:26]1[cH:27][cH:28][cH:29][cH:30][cH:31]1. The reactants are C(C1=CC=CC=C1)N1C([C@H](CC1=O)N)=O ((S)-1-benzyl-3-aminopyrrolidine-2,5-dione), [BH4-].[Na+] (sodium borohydride), S(O)(O)(=O)=O (sulfuric acid). Solvent: O1CCCC1 (tetrahydrofuran), O1CCCC1 (tetrahydrofuran). Run at temperature 65 celsius, time 2 hour. The product is C(C1=CC=CC=C1)N1C[C@H](CC1)N ((S)-1-benzyl-3-aminopyrrolidine). The yield is 89.1%. RXN SMILES: [CH2:1]([N:8]1[C:12](=O)[CH2:11][C@H:10]([NH2:14])[C:9]1=O)[C:2]1[CH:7]=[CH:6][CH:5]=[CH:4][CH:3]=1.[BH4-].[Na+].S(=O)(=O)(O)O>O1CCCC1>[CH2:1]([N:8]1[CH2:12][CH2:11][C@H:10]([NH2:14])[CH2:9]1)[C:2]1[CH:3]=[CH:4][CH:5]=[CH:6][CH:7]=1 |f:1.2|. Procedure: Into a 200 ml four-necked flask with a stirrer, a dropping funnel, a Dimroth condenser, and a thermometer, 9.5 g (46.5mmol) of the (S)-1-benzyl-3-aminopyrrolidine-2,5-dione, 50 ml of tetrahydrofuran, and 8.8 g (0.23 mol) of sodium borohydride were introduced, and a solution in which 11.5g (0.12 mol) of 98% sulfuric acid were diluted with 20 ml of tetrahydrofuran was added dropwise over approximately 30 minutes while stirring under an ice-bath, and then stirring was performed for 2 hours. The rea...